Dataset: the Open Reaction Database (ORD), a public repository of structured organic reaction records. Task: describe an organic reaction: reactants, conditions, products, and yield The reactants are N#N (N2), FC(F)(F)C(=C(OCC)OCC)CCC (trifluoromethyldiethoxypentene), C1CCOC1 (THF), N (NH3). Reagents/catalysts: [B] (boron). Reaction conditions: time 150 minute. The product is OC1=NC=CC(=C1)C(F)(F)F (2-hydroxy-4-(trifluoromethyl)-pyridine). Reaction SMILES: [F:1][C:2]([C:5]([CH2:13][CH2:14]C)=[C:6](OCC)OCC)([F:4])[F:3].[N:16]#N.N.C1[CH2:23][O:22]CC1>[B]>[OH:22][C:23]1[CH:6]=[C:5]([C:2]([F:1])([F:3])[F:4])[CH:13]=[CH:14][N:16]=1. Procedure details: 5 g (0.036 mol) trifluoromethyldiethoxypentene acid ethyl ester (mixture of isomers) were dissolved in 40 g THF. The solution was metered during 150 minutes into a 250° C. hot tube reactor, which was filled with a boron doped zeolite catalyst. As carrier gas a mixture of 100 l N2/h and as reactant 50 l NH3/h were pumped through the reactor. The outcoming gas was cooled and quenched into THF yielding to a mixture auf 90% of the desired product as well as 5% 2-ethoxy-4-(trifluoromethyl)pyridine. Starting materials: Cl, Fc1ccc(Oc2cccc(C=C3CCNCC3)c2)cc1, O=C(Nc1cccnc1)Oc1ccccc1. Product: O=C(Nc1cccnc1)N1CCC(=Cc2cccc(Oc3ccc(F)cc3)c2)CC1. As a reaction SMILES: [ClH:1].[F:2][c:3]1[cH:4][cH:5][c:6]([O:7][c:8]2[cH:9][c:10]([CH:11]=[C:12]3[CH2:13][CH2:14][NH:15][CH2:16][CH2:17]3)[cH:18][cH:19][cH:20]2)[cH:21][cH:22]1.[n:23]1[cH:24][c:25]([NH:29][C:30]([O:31][c:33]2[cH:34][cH:35][cH:36][cH:37][cH:38]2)=[O:32])[cH:26][cH:27][cH:28]1>>[F:2][c:3]1[cH:4][cH:5][c:6]([O:7][c:8]2[cH:9][c:10]([CH:11]=[C:12]3[CH2:13][CH2:14][N:15]([C:30]([NH:29][c:25]4[cH:24][n:23][cH:28][cH:27][cH:26]4)=[O:31])[CH2:16][CH2:17]3)[cH:18][cH:19][cH:20]2)[cH:21][cH:22]1. The reactants are COc1ccc(S(=O)(=O)N2CC=CCC(N)C2C(=O)OC(C)(C)C)cc1, O=C=NCc1ccccc1. Yields the product COc1ccc(S(=O)(=O)N2CC=CCC(NC(=O)NCc3ccccc3)C2C(=O)OC(C)(C)C)cc1. RXN SMILES: [C:1]([CH3:2])([CH3:3])([CH3:4])[O:5][C:6](=[O:7])[CH:8]1[N:9]([S:16](=[O:17])(=[O:18])[c:19]2[cH:20][cH:21][c:22]([O:25][CH3:26])[cH:23][cH:24]2)[CH2:10][CH:11]=[CH:12][CH2:13][CH:14]1[NH2:15].[CH2:27]([c:28]1[cH:29][cH:30][cH:31][cH:32][cH:33]1)[N:34]=[C:35]=[O:36]>>[C:1]([CH3:2])([CH3:3])([CH3:4])[O:5][C:6](=[O:7])[CH:8]1[N:9]([S:16](=[O:17])(=[O:18])[c:19]2[cH:20][cH:21][c:22]([O:25][CH3:26])[cH:23][cH:24]2)[CH2:10][CH:11]=[CH:12][CH2:13][CH:14]1[NH:15][C:35]([NH:34][CH2:27][c:28]1[cH:29][cH:30][cH:31][cH:32][cH:33]1)=[O:36]. The reactants are COC(C1=C(C=CC=C1)OC1=C(C(=CC=C1)OCCCOC1=C(C=C(C(=C1)OCC1=CC=CC=C1)C(C)=O)CC)CCC)=O (2-{3-[3-(4-acetyl-5-benzyloxy-2-ethylphenoxy)propoxy]-2-propyl-phenoxy}benzoic acid methyl ester), ClN1C(CCC1=O)=O (N-chlorosuccinimide), [F-].C(CCC)[N+](CCCC)(CCCC)CCCC (tetra-n-butylammonium fluoride), C[Si]([N-][Si](C)(C)C)(C)C.[Li+] (lithium hexamethyldisilazide), C[Si](C)(C)Cl (trimethylsilyl chloride). Run in O (water), O1CCCC1 (tetrahydrofuran), O1CCCC1 (tetrahydrofuran), CCOCC (ether), O1CCCC1 (tetrahydrofuran). Run at temperature 0 celsius, time 20 minute. Yields the product Cl.C(C)C1=C(OCCCOC=2C(=C(OC3=C(C(=O)O)C=CC=C3)C=CC2)CCC)C=C(C(=C1)C=1NC=NC1)O (2-(3-{3-[2-Ethyl-5-hydroxy-4-(3H-imidazol-4-yl)phenoxy]propoxy}-2-propyl-phenoxy)benzoic acid hydrochloride). Yield: 60.0%. As a reaction SMILES: C[O:2][C:3](=[O:44])[C:4]1[CH:9]=[CH:8][CH:7]=[CH:6][C:5]=1[O:10][C:11]1[CH:16]=[CH:15][CH:14]=[C:13]([O:17][CH2:18][CH2:19][CH2:20][O:21][C:22]2[CH:27]=[C:26]([O:28]CC3C=CC=CC=3)[C:25]([C:36](=O)[CH3:37])=[CH:24][C:23]=2[CH2:39][CH3:40])[C:12]=1[CH2:41][CH2:42][CH3:43].C[Si](C)(C)[N-][Si](C)(C)C.[Li+].C[Si]([Cl:59])(C)C.Cl[N:61]1[C:65](=O)CCC1=O.[F-].C([N+:73](CCCC)(CCCC)CCCC)CCC>O1CCCC1.CCOCC.O>[ClH:59].[CH2:39]([C:23]1[CH:24]=[C:25]([C:36]2[NH:73][CH:65]=[N:61][CH:37]=2)[C:26]([OH:28])=[CH:27][C:22]=1[O:21][CH2:20][CH2:19][CH2:18][O:17][C:13]1[C:12]([CH2:41][CH2:42][CH3:43])=[C:11]([CH:16]=[CH:15][CH:14]=1)[O:10][C:5]1[CH:6]=[CH:7][CH:8]=[CH:9][C:4]=1[C:3]([OH:2])=[O:44])[CH3:40] |f:1.2,5.6,10.11|. Reported procedure: To a solution of 2-{3-[3-(4-acetyl-5-benzyloxy-2-ethylphenoxy)propoxy]-2-propyl-phenoxy}benzoic acid methyl ester (3.04 g, 5.09 mmol) in tetrahydrofuran (50 mL) cooled to −78° C. was added a solution of 1 M lithium hexamethyldisilazide in tetrahydrofuran (11.2 mL, 11.2 mmol) portion wise. After stirring for 20 min, trimethylsilyl chloride (2.6 mL. 20 mmol) was added and the mixture warmed to 0° C. and stirred for 30 min. The mixture was evaporated in vacuo and the residue dissolved in hexane. Th... The reactants are C(C)(=O)NC1=NC=CC(=C1)NC(=O)C=1C(=NC=C(C1)Br)N (N-(2-acetamido-4-pyridyl)-2-amino-5-bromo-pyridine-3-carboxamide), N1(CCOCC1)CC1=CC=C(S1)B1OC(C)(C)C(C)(C)O1 (5-(4-morpholinylmethyl)thiophene-2-boronic acid pinacol ester). Yields the product C(C)(=O)NC1=NC=CC(=C1)NC(C1=C(N=CC(=C1)C=1SC(=CC1)CN1CCOCC1)N)=O (N-(2-Acetylamino-pyridin-4-yl)-2-amino-5-(5-morpholin-4-ylmethyl-thiophen-2-yl)-nicotinamide). As a reaction SMILES: [C:1]([NH:4][C:5]1[CH:10]=[C:9]([NH:11][C:12]([C:14]2[C:15]([NH2:21])=[N:16][CH:17]=[C:18](Br)[CH:19]=2)=[O:13])[CH:8]=[CH:7][N:6]=1)(=[O:3])[CH3:2].[N:22]1([CH2:28][C:29]2[S:33][C:32](B3OC(C)(C)C(C)(C)O3)=[CH:31][CH:30]=2)[CH2:27][CH2:26][O:25][CH2:24][CH2:23]1>>[C:1]([NH:4][C:5]1[CH:10]=[C:9]([NH:11][C:12](=[O:13])[C:14]2[CH:19]=[C:18]([C:32]3[S:33][C:29]([CH2:28][N:22]4[CH2:23][CH2:24][O:25][CH2:26][CH2:27]4)=[CH:30][CH:31]=3)[CH:17]=[N:16][C:15]=2[NH2:21])[CH:8]=[CH:7][N:6]=1)(=[O:3])[CH3:2]. Reported procedure: Reaction of N-(2-acetamido-4-pyridyl)-2-amino-5-bromo-pyridine-3-carboxamide with 5-(4-morpholinylmethyl)thiophene-2-boronic acid pinacol ester gives the compound “A36”; HPLC/MS: 1.14 min, [M+H]=453; The reactants are BrCCCCCCC(=O)O (7-bromoheptanoic acid), CN(C=O)C (dimethylformamide). The product is COCCCCCCC(=O)O (7-Methoxyheptanoic Acid). As a reaction SMILES: Br[CH2:2][CH2:3][CH2:4][CH2:5][CH2:6][CH2:7][C:8]([OH:10])=[O:9].CN(C)[CH:13]=[O:14]>>[CH3:13][O:14][CH2:2][CH2:3][CH2:4][CH2:5][CH2:6][CH2:7][C:8]([OH:10])=[O:9]. Procedure: The title compound was prepared by the method of Example 1 using 7-bromoheptanoic acid (50 g, 239 mmol) instead of 12-bromoundecanoic acid and dimethylformamide (300 mL) instead of methanol as the solvent. Concentration afforded the title compound (30 g) as a pale yellow liquid and the structure verified by NMR. Starting materials: C(C)(C)(C)OC(=O)N[C@H]1CN(CC1)C1CCC(CC1)(O)C1=CC=C(C=C1)F (4-((3R)-3-tert-Butoxycarbonylamino-pyrrolidin-1-yl)-1-(4-fluorophenyl) cyclohexanol), Cl (hydrogen chloride). Solvent: C(C)(=O)OCC (ethyl acetate). Conditions: temperature 0 celsius, time 20 minute. Product: Cl.Cl.N[C@H]1CN(CC1)C1CCC(CC1)(O)C1=CC=C(C=C1)F (4-((3R)-3-aminopyrrolidin-1-yl)-1-(4-fluorophenyl) cyclohexanol dihydrochloride). Isolated yield 89.0%. Reaction SMILES: C(OC([NH:8][C@@H:9]1[CH2:13][CH2:12][N:11]([CH:14]2[CH2:19][CH2:18][C:17]([C:21]3[CH:26]=[CH:25][C:24]([F:27])=[CH:23][CH:22]=3)([OH:20])[CH2:16][CH2:15]2)[CH2:10]1)=O)(C)(C)C.[ClH:28]>C(OCC)(=O)C>[ClH:28].[ClH:28].[NH2:8][C@@H:9]1[CH2:13][CH2:12][N:11]([CH:14]2[CH2:15][CH2:16][C:17]([C:21]3[CH:22]=[CH:23][C:24]([F:27])=[CH:25][CH:26]=3)([OH:20])[CH2:18][CH2:19]2)[CH2:10]1 |f:3.4.5|. Procedure: To a solution of 4-((3R)-3-tert-Butoxycarbonylamino-pyrrolidin-1-yl)-1-(4-fluorophenyl) cyclohexanol (1.05 g, 2.8 mmol) in ethyl acetate (50 ml), cooled to 0° C. was added hydrogen chloride gas, bubbled in gently for 5-10 minutes. The reaction mixture was stirred for 20 minutes at 0° C. and the above procedure was repeated twice. Concentration and flushing with ethyl acetate three times gave 4-((3R)-3-aminopyrrolidin-1-yl)-1-(4-fluorophenyl) cyclohexanol dihydrochloride (0.87 g, 89%); 1H NMR (DM...